Dataset: the Open Reaction Database (ORD), a public repository of structured organic reaction records. Task: describe an organic reaction: reactants, conditions, products, and yield Reactants: BrC1=C(C=C(C=C1F)S(=O)(=O)N)F (4-bromo-3,5-difluorobenzenesulfonamide), [F-].[Cs+] (CsF), CB(O)O (methylboronic acid). Reagents/catalysts: C=1C=CC(=CC1)[P](C=2C=CC=CC2)(C=3C=CC=CC3)[Pd]([P](C=4C=CC=CC4)(C=5C=CC=CC5)C=6C=CC=CC6)([P](C=7C=CC=CC7)(C=8C=CC=CC8)C=9C=CC=CC9)[P](C=1C=CC=CC1)(C=1C=CC=CC1)C=1C=CC=CC1 (Pd(PPh3)4). The solvent is COCCOC (1,2-dimethoxyethane). Run at temperature 120 celsius. Yields the product FC=1C=C(C=C(C1C)F)S(=O)(=O)N (3,5-difluoro-4-methylbenzenesulfonamide). Yield: 93.6%. RXN SMILES: Br[C:2]1[C:7]([F:8])=[CH:6][C:5]([S:9]([NH2:12])(=[O:11])=[O:10])=[CH:4][C:3]=1[F:13].[F-].[Cs+].[CH3:16]B(O)O>COCCOC.C1C=CC([P]([Pd]([P](C2C=CC=CC=2)(C2C=CC=CC=2)C2C=CC=CC=2)([P](C2C=CC=CC=2)(C2C=CC=CC=2)C2C=CC=CC=2)[P](C2C=CC=CC=2)(C2C=CC=CC=2)C2C=CC=CC=2)(C2C=CC=CC=2)C2C=CC=CC=2)=CC=1>[F:13][C:3]1[CH:4]=[C:5]([S:9]([NH2:12])(=[O:11])=[O:10])[CH:6]=[C:7]([F:8])[C:2]=1[CH3:16] |f:1.2,^1:29,31,50,69|. Reported procedure: A mixture of 4-bromo-3,5-difluorobenzenesulfonamide (1.09 g, 4 mmol), CsF (1.34 g, 3 eq), methylboronic acid (494 mg, 2 equiv) and Pd(PPh3)4 (140 mg, 0.3 eq) in 1,2-dimethoxyethane (16 mL) was heated to 120° C. under microwave irradiation for 4 h. After cooling, solids were removed by filtration and washed with EtOAc. The filtrate was concentrated and then purified by column chromatography (silica, EtOAc-Hex, 1:4 to 4:1) to give 3,5-difluoro-4-methylbenzenesulfonamide (776 mg). 1H NMR (400 MHz, ... Reactants: [Cl-].O(C1=CC=CC=C1)C=1C=C(C[N+]2=CC=CC=C2)C=CC1 (3-phenoxybenzyl pyridinium chloride), C(C)C(C(=O)[O-])C1=CC=CC=C1 (α-ethylphenyl-acetate). Run in CN(C=O)C (dimethylformamide). Yields the product C(C)C(C(=O)OCC1=CC(=CC=C1)OC1=CC=CC=C1)C1=CC=CC=C1 (3-phenoxybenzyl α-ethylphenyl-acetate). Yield: 156.5%. RXN SMILES: [Cl-].[O:2]([C:9]1[CH:10]=[C:11]([CH:19]=[CH:20][CH:21]=1)[CH2:12][N+]1C=CC=CC=1)[C:3]1[CH:8]=[CH:7][CH:6]=[CH:5][CH:4]=1.[CH2:22]([CH:24]([C:28]1[CH:33]=[CH:32][CH:31]=[CH:30][CH:29]=1)[C:25]([O-:27])=[O:26])[CH3:23]>CN(C)C=O>[CH2:22]([CH:24]([C:28]1[CH:33]=[CH:32][CH:31]=[CH:30][CH:29]=1)[C:25]([O:27][CH2:12][C:11]1[CH:19]=[CH:20][CH:21]=[C:9]([O:2][C:3]2[CH:4]=[CH:5][CH:6]=[CH:7][CH:8]=2)[CH:10]=1)=[O:26])[CH3:23] |f:0.1|. Procedure: 4.5 g of 3-phenoxybenzyl pyridinium chloride, 1.4 g of α-ethylphenyl-acetate and 50 ml of dimethylformamide were treated in the same manner as described in Example 1 to obtain 4.65 g of 3-phenoxybenzyl α-ethylphenyl-acetate (nD25 1.5715). Starting materials: CCOC(=O)CBr, CS(C)=O, [H-], [Na+], CC(NC1CCc2c(O)cccc2C1)c1ccccc1. Product: CCOC(=O)COc1cccc2c1CCC(NC(C)c1ccccc1)C2. Reaction SMILES: [Br:23][CH2:24][C:25](=[O:26])[O:27][CH2:28][CH3:29].[CH3:30][S:31]([CH3:32])=[O:33].[H-:21].[Na+:22].[c:1]1([CH:7]([CH3:8])[NH:9][CH:10]2[CH2:11][c:12]3[cH:13][cH:14][cH:15][c:16]([OH:20])[c:17]3[CH2:18][CH2:19]2)[cH:2][cH:3][cH:4][cH:5][cH:6]1>>[c:1]1([CH:7]([CH3:8])[NH:9][CH:10]2[CH2:11][c:12]3[cH:13][cH:14][cH:15][c:16]([O:20][CH2:24][C:25](=[O:26])[O:27][CH2:28][CH3:29])[c:17]3[CH2:18][CH2:19]2)[cH:2][cH:3][cH:4][cH:5][cH:6]1. The reactants are ClC=1C=C(C=CC1C(C)Cl)C1=NOC(C1)(C(F)(F)F)C1=CC(=CC(=C1)Cl)Cl (3-[3-chloro-4-(1-chloroethyl)phenyl]-5-(3,5-dichlorophenyl)-5-trifluoromethyl-4,5-dihydroisoxazole), C1(C=2C(C(N1)=O)=CC=CC2)=O.[K] (potassium phthalimide). The solvent is C(C)(=O)OCC (ethyl acetate), CN(C=O)C (N,N-dimethylformamide). Reaction conditions: temperature 100 celsius, time 1.5 hour. The product is ClC1=C(C=CC(=C1)C1=NOC(C1)(C(F)(F)F)C1=CC(=CC(=C1)Cl)Cl)C(C)N1C(C=2C(C1=O)=CC=CC2)=O (N-[1-[2-chloro-4-[5-(3,5-dichlorophenyl)-5-trifluoromethyl-4,5-dihydroisoxazol-3-yl]phenyl]ethyl]phthalimide). The yield is 41.2%. Reaction SMILES: [Cl:1][C:2]1[CH:3]=[C:4]([C:11]2[CH2:15][C:14]([C:20]3[CH:25]=[C:24]([Cl:26])[CH:23]=[C:22]([Cl:27])[CH:21]=3)([C:16]([F:19])([F:18])[F:17])[O:13][N:12]=2)[CH:5]=[CH:6][C:7]=1[CH:8](Cl)[CH3:9].[C:28]1(=[O:38])[NH:32][C:31](=[O:33])[C:30]2=[CH:34][CH:35]=[CH:36][CH:37]=[C:29]12.[K]>CN(C)C=O.C(OCC)(=O)C>[Cl:1][C:2]1[CH:3]=[C:4]([C:11]2[CH2:15][C:14]([C:20]3[CH:21]=[C:22]([Cl:27])[CH:23]=[C:24]([Cl:26])[CH:25]=3)([C:16]([F:19])([F:17])[F:18])[O:13][N:12]=2)[CH:5]=[CH:6][C:7]=1[CH:8]([N:32]1[C:31](=[O:33])[C:30]2=[CH:34][CH:35]=[CH:36][CH:37]=[C:29]2[C:28]1=[O:38])[CH3:9] |f:1.2,^1:38|. Procedure details: In a solution of 0.88 g of 3-[3-chloro-4-(1-chloroethyl)phenyl]-5-(3,5-dichlorophenyl)-5-trifluoromethyl-4,5-dihydroisoxazole in 5 mL of N,N-dimethylformamide, 0.36 g of potassium phthalimide was added, and stirred at 100° C. for 1.5 hour. After the completion of the reaction, the reaction mixture was left and cooled to room temperature, and diluted with 20 mL of ethyl acetate, washed with water (10 mL×3), and then dehydrated with and dried over saturated sodium chloride aqueous solution and anh... Reactants: CC(C)C[AlH]CC(C)C, ClCCl, CC(C)(C)OC(=O)N1CCC2(CCOC2=O)CC1, O. Yields the product CC(C)(C)OC(=O)N1CCC(CO)(CCO)CC1. As a reaction SMILES: [CH3:1][CH:2]([CH2:3][AlH:4][CH2:5][CH:6]([CH3:7])[CH3:8])[CH3:9].[Cl:29][CH2:30][Cl:31].[O:10]=[C:11]1[O:12][CH2:13][CH2:14][C:15]12[CH2:16][CH2:17][N:18]([C:21](=[O:22])[O:23][C:24]([CH3:25])([CH3:26])[CH3:27])[CH2:19][CH2:20]2.[OH2:28]>>[OH:10][CH2:11][C:15]1([CH2:14][CH2:13][OH:12])[CH2:16][CH2:17][N:18]([C:21](=[O:22])[O:23][C:24]([CH3:25])([CH3:26])[CH3:27])[CH2:19][CH2:20]1. Starting materials: CC(C)OC(=O)N=NC(=O)OC(C)C, C1CCOC1, O=C1OC2(CCN(C(=O)C3(c4ccc(O)cc4)CC3)C2)c2ccccc21, c1ccc(P(c2ccccc2)c2ccccc2)cc1, OCCc1ccccn1. Product: O=C1OC2(CCN(C(=O)C3(c4ccc(OCCc5ccccn5)cc4)CC3)C2)c2ccccc21. RXN SMILES: [O:27]=[C:28]([O:29][CH:30]([CH3:31])[CH3:32])[N:33]=[N:34][C:35]([O:36][CH:37]([CH3:38])[CH3:39])=[O:40].[O:69]1[CH2:70][CH2:71][CH2:72][CH2:73]1.[OH:1][c:2]1[cH:3][cH:4][c:5]([C:8]2([C:11](=[O:12])[N:13]3[CH2:14][C:15]4([O:16][C:17](=[O:24])[c:18]5[c:19]4[cH:20][cH:21][cH:22][cH:23]5)[CH2:25][CH2:26]3)[CH2:9][CH2:10]2)[cH:6][cH:7]1.[c:41]1([P:42]([c:43]2[cH:44][cH:45][cH:46][cH:47][cH:48]2)[c:49]2[cH:50][cH:51][cH:52][cH:53][cH:54]2)[cH:55][cH:56][cH:57][cH:58][cH:59]1.[n:60]1[c:61]([CH2:66][CH2:67][OH:68])[cH:62][cH:63][cH:64][cH:65]1>>[O:1]([c:2]1[cH:3][cH:4][c:5]([C:8]2([C:11](=[O:12])[N:13]3[CH2:14][C:15]4([O:16][C:17](=[O:24])[c:18]5[c:19]4[cH:20][cH:21][cH:22][cH:23]5)[CH2:25][CH2:26]3)[CH2:9][CH2:10]2)[cH:6][cH:7]1)[CH2:67][CH2:66][c:61]1[n:60][cH:65][cH:64][cH:63][cH:62]1. Reactants: COC1=CC=C(C=C1)C1=CC(CCC1)NCCCCC1=CC=CC=C1 ((RS)-[3-(4-methoxy-phenyl)-cyclohex-2-enyl]-(4-phenyl-butyl)-amine). The reagents and catalysts are [Pd] (Pd/C). The solvent is CO (MeOH). Run at time 3 hour. Product: COC1=CC=C(C=C1)C1CC(CCC1)NCCCCC1=CC=CC=C1 ((1RS,3SR)-[3-(4-methoxy-phenyl)-cyclohexyl]-(4-phenyl-butyl)-amine). As a reaction SMILES: [CH3:1][O:2][C:3]1[CH:8]=[CH:7][C:6]([C:9]2[CH2:14][CH2:13][CH2:12][CH:11]([NH:15][CH2:16][CH2:17][CH2:18][CH2:19][C:20]3[CH:25]=[CH:24][CH:23]=[CH:22][CH:21]=3)[CH:10]=2)=[CH:5][CH:4]=1>[Pd].CO>[CH3:1][O:2][C:3]1[CH:4]=[CH:5][C:6]([CH:9]2[CH2:14][CH2:13][CH2:12][CH:11]([NH:15][CH2:16][CH2:17][CH2:18][CH2:19][C:20]3[CH:25]=[CH:24][CH:23]=[CH:22][CH:21]=3)[CH2:10]2)=[CH:7][CH:8]=1. Procedure: A mixture of (RS)-[3-(4-methoxy-phenyl)-cyclohex-2-enyl]-(4-phenyl-butyl)-amine (2.4 g, 7.15 mmol), 10% Pd/C (0.48 g) and MeOH (50 ml) was hydrogenated for 3 h. Removal of the catalyst, evaporation of the solvent and separation of the isomers by flash-chromatography over SiO2 (Biotage 40, 90 g) eluting with AcOEt gave (1RS,3SR)-[3-(4-methoxy-phenyl)-cyclohexyl]-(4-phenyl-butyl)-amine (1.2 g, 50%, light yellow oil, MS: m/e=338.3 (M+H+)) and (1RS,3RS)-[3-(4-methoxy-phenyl)-cyclohexl]-4-phenyl-buty... Starting materials: ClC1=C2C3=C(C(NC2=NC=C1)=O)C=CC=C3 (1-Chloro-5H-benzo[c][1,8]naphthyridin-6-one), [OH-].[K+] (KOH), ClC=1C=C(C=CC1SC=1N(C=CN1)C)N (3-chloro-4-(1-methyl-1H-imidazol-2-ylsulfanyl)-phenylamine), CC(C)C1=CC(=C(C(=C1)C(C)C)C2=C(C=CC=C2)P(C3CCCCC3)C4CCCCC4)C(C)C (X-Phos). Reagents/catalysts: CC(=O)[O-].CC(=O)[O-].[Pd+2] (Pd(OAc)2). Run in C(C)(C)(CC)O (tert-amyl alcohol), CO (MeOH). Run at temperature 100 celsius, time 8 hour. Yields the product ClC=1C=C(C=CC1SC=1N(C=CN1)C)NC1=C2C3=C(C(NC2=NC=C1)=O)C=CC=C3 (1-[3-Chloro-4-(1-methyl-1H-imidazol-2-ylsulfanyl)-phenylamino]-5H-benzo[c][1,8]naphthyridin-6-one). Yield: 2.1%. As a reaction SMILES: Cl[C:2]1[CH:11]=[CH:10][N:9]=[C:8]2[C:3]=1[C:4]1[CH:16]=[CH:15][CH:14]=[CH:13][C:5]=1[C:6](=[O:12])[NH:7]2.[Cl:17][C:18]1[CH:19]=[C:20]([NH2:31])[CH:21]=[CH:22][C:23]=1[S:24][C:25]1[N:26]([CH3:30])[CH:27]=[CH:28][N:29]=1.CC(C1C=C(C(C)C)C(C2C=CC=CC=2P(C2CCCCC2)C2CCCCC2)=C(C(C)C)C=1)C.[OH-].[K+]>C(O)(CC)(C)C.CO.CC([O-])=O.CC([O-])=O.[Pd+2]>[Cl:17][C:18]1[CH:19]=[C:20]([NH:31][C:2]2[CH:11]=[CH:10][N:9]=[C:8]3[C:3]=2[C:4]2[CH:16]=[CH:15][CH:14]=[CH:13][C:5]=2[C:6](=[O:12])[NH:7]3)[CH:21]=[CH:22][C:23]=1[S:24][C:25]1[N:26]([CH3:30])[CH:27]=[CH:28][N:29]=1 |f:3.4,7.8.9|. Reported procedure: Compound 83 (100 mg, 0.43 mmol), 3-chloro-4-(1-methyl-1H-imidazol-2-ylsulfanyl)-phenylamine (156 mg, 0.65 mmol), Pd(OAc)2 (5 mg, 0.02 mmol), X-Phos (21 mg, 0.04 mmol), and KOH (97 mg, 1.73 mmol) were suspended in tert-amyl alcohol (2 mL), and stirred overnight at 100° C. The reaction mixture was diluted with MeOH, filtered, and purified via prep-LC-MS to provide 156 (4 mg, 2% yield) as a solid. LC-MS (M+H=434, obsd.=434). Reactants: C([O-])([O-])=O.[K+].[K+] (potassium carbonate), CI (methyl iodide), [N+](=O)([O-])C=1C=C(C2=C(CCCCN2)C1)C(=O)O (7-Nitro-2,3,4,5-tetrahydro-1H-1-benzazepine-9-carboxylic acid). Isolated yield 100.4%. The product is COC(=O)C1=CC(=CC=2CCCCNC21)[N+](=O)[O-] (7-Nitro-2,3,4,5-tetrahydro-1H-1-benzazepine-9-carboxylic acid methyl ester). As a reaction SMILES: [N+:1]([C:4]1[CH:5]=[C:6]([C:15]([OH:17])=[O:16])[C:7]2[NH:13][CH2:12][CH2:11][CH2:10][CH2:9][C:8]=2[CH:14]=1)([O-:3])=[O:2].[C:18](=O)([O-])[O-].[K+].[K+].CI>CN(C=O)C>[CH3:18][O:16][C:15]([C:6]1[C:7]2[NH:13][CH2:12][CH2:11][CH2:10][CH2:9][C:8]=2[CH:14]=[C:4]([N+:1]([O-:3])=[O:2])[CH:5]=1)=[O:17] |f:1.2.3|. Solvent: CN(C)C=O (DMF). Conditions: time 2 hour. Procedure details: 7-Nitro-2,3,4,5-tetrahydro-1H-1-benzazepine-9-carboxylic acid (6.25 g) was dissolved into DMF (50 ml), to which then potassium carbonate (11 g) and methyl iodide (4.9 ml) were added, and was stirred for 2 hours at room temperature. After the insoluble matter was filtered off and the filtrate was concentrated, ethyl acetate (500 ml) was added to the residue, which was then washed with water and dried over anhydrous sodium sulfate. The solvent was distilled off to give the intended compound 6.65 g... The reactants are NC(C(=O)O)C1=CC(=C(C=C1)O)CSC (α-amino-4-hydroxy-3-[(methylthio)methyl]benzeneacetic acid), I(=O)(=O)(=O)[O-].[Na+] (sodium metaperiodate). Reaction conditions: time 5 hour. Product: NC(C(=O)O)C1=CC(=C(C=C1)O)CS(=O)C ((-)-α-Amino-4-hydroxy-3-[(methylsulfinyl)methyl]benzeneacetic acid). RXN SMILES: [NH2:1][CH:2]([C:6]1[CH:11]=[CH:10][C:9]([OH:12])=[C:8]([CH2:13][S:14][CH3:15])[CH:7]=1)[C:3]([OH:5])=[O:4].I([O-])(=O)(=O)=[O:17].[Na+]>>[NH2:1][CH:2]([C:6]1[CH:11]=[CH:10][C:9]([OH:12])=[C:8]([CH2:13][S:14]([CH3:15])=[O:17])[CH:7]=1)[C:3]([OH:5])=[O:4] |f:1.2|. Procedure details: To an aqueous solution (500 ml) of α-amino-4-hydroxy-3-[(methylthio)methyl]benzeneacetic acid (1 mole) is added sodium metaperiodate (1 mole). The mixture is stirred at room temperature for 5 hours, it is filtered and the filtrate is lyophilyzed to give a quantitative yield of the title compound.